Dataset: the Open Reaction Database (ORD), a public repository of structured organic reaction records. Task: describe an organic reaction: reactants, conditions, products, and yield The reactants are [H-].[Na+] (sodium hydride), FC(C=1C=C(C=C(C1)C(F)(F)F)COC[C@@H](NC(=O)OC(C)(C)C)C1=CC=CC=C1)(F)F ((S)-2-((3,5-Bis(trifluoromethyl)phenyl)methyloxy)-1-phenyl-1-(N-t-butoxycarbonylamino)ethane), C(C=C)Br (allyl bromide). The solvent is CN(C)C=O (DMF). Reaction conditions: time 20 minute. The product is FC(C=1C=C(C=C(C1)C(F)(F)F)COC[C@@H](N(CC=C)C(=O)OC(C)(C)C)C1=CC=CC=C1)(F)F ((S)-2-((3,5-bis(trifluoromethyl)phenyl)methyloxy)-1-phenyl-1-(N-t-butoxycarbonyl-N-allylamino)ethane). Isolated yield 82.0%. As a reaction SMILES: [F:1][C:2]([F:32])([F:31])[C:3]1[CH:4]=[C:5]([CH2:13][O:14][CH2:15][C@H:16]([C:25]2[CH:30]=[CH:29][CH:28]=[CH:27][CH:26]=2)[NH:17][C:18]([O:20][C:21]([CH3:24])([CH3:23])[CH3:22])=[O:19])[CH:6]=[C:7]([C:9]([F:12])([F:11])[F:10])[CH:8]=1.[H-].[Na+].[CH2:35](Br)[CH:36]=[CH2:37]>CN(C=O)C>[F:1][C:2]([F:31])([F:32])[C:3]1[CH:4]=[C:5]([CH2:13][O:14][CH2:15][C@H:16]([C:25]2[CH:26]=[CH:27][CH:28]=[CH:29][CH:30]=2)[N:17]([C:18]([O:20][C:21]([CH3:23])([CH3:24])[CH3:22])=[O:19])[CH2:37][CH:36]=[CH2:35])[CH:6]=[C:7]([C:9]([F:12])([F:11])[F:10])[CH:8]=1 |f:1.2|. Reported procedure: (S)-2-((3,5-Bis(trifluoromethyl)phenyl)methyloxy)-1-phenyl-1-(N-t-butoxycarbonylamino)ethane (1.1g, Example 2b) was dissolved in 20ml anhydrous DMF and sodium hydride (0.085g) was added. The reaction mixture was stirred for 20 min and allyl bromide (0.300g) added and stirred for a further 16h. The reaction was quenched by the addition of water (30ml) and poured into 100ml ethyl acetate. The organic layer was washed with water (3×20ml), brine and dried (MgSO4). The solvent was removed in vacuo an... Reactants: CN(C1=NC=C(C(=N1)OC)C1=N[C@@H]2CC[C@H](C[C@@H]2C2=CC(=C(C=C12)OC)OCC)O)C ((2R,4aR,10bR)-6-(2-Dimethylamino-4-methoxy-pyrimidin-5-yl)-9-ethoxy-8-methoxy-1,2,3,4,4a,10b-hexahydro-phenanthridin-2-ol), O=C(C(=O)O)CCC(=O)O (2-oxo-pentanedioic acid). The solvent is CC(=O)C (acetone). Product: O=C(C(=O)O[C@H]1C[C@@H]2C3=CC(=C(C=C3C(=N[C@@H]2CC1)C=1C(=NC(=NC1)N(C)C)OC)OC)OCC)CCC(=O)O ((2R,4aR,10bR)-6-(2-Dimethylamino-4-methoxy-pyrimidin-5-yl)-9-ethoxy-8-methoxy-1,2,3,4,4a,10b-hexahydro-phenanthridin-2-ol 2-oxoglutarate). Yield: 71.0%. Reaction SMILES: [CH3:1][N:2]([CH3:31])[C:3]1[N:8]=[C:7]([O:9][CH3:10])[C:6]([C:11]2[C:24]3[C:19](=[CH:20][C:21]([O:27][CH2:28][CH3:29])=[C:22]([O:25][CH3:26])[CH:23]=3)[C@@H:18]3[C@@H:13]([CH2:14][CH2:15][C@@H:16]([OH:30])[CH2:17]3)[N:12]=2)=[CH:5][N:4]=1.[O:32]=[C:33]([CH2:37][CH2:38][C:39]([OH:41])=[O:40])[C:34](O)=[O:35]>CC(C)=O>[O:32]=[C:33]([CH2:37][CH2:38][C:39]([OH:41])=[O:40])[C:34]([O:30][C@@H:16]1[CH2:15][CH2:14][C@@H:13]2[C@@H:18]([C:19]3[C:24]([C:11]([C:6]4[C:7]([O:9][CH3:10])=[N:8][C:3]([N:2]([CH3:1])[CH3:31])=[N:4][CH:5]=4)=[N:12]2)=[CH:23][C:22]([O:25][CH3:26])=[C:21]([O:27][CH2:28][CH3:29])[CH:20]=3)[CH2:17]1)=[O:35]. Procedure: (2R,4aR,10bR)-6-(2-Dimethylamino-4-methoxy-pyrimidin-5-yl)-9-ethoxy-8-methoxy-1,2,3,4,4a,10b-hexahydro-phenanthridin-2-ol ((42.7 mg, 0.1 mmol) are dissolved in 0.5 ml of acetone. 16.1 mg (0.11 mmol) of 2-oxo-pentanedioic acid (dissolved in 0.5 ml of acetone) are added. The crystals are filtered off and dried to obtain 40.6 mg (71%) of the title compound (m.p.: 124° C.). The reactants are CO, COC(=O)C(C)(C)Cc1ccc(Br)cc1, [Na+], [OH-]. Yields the product CC(C)(Cc1ccc(Br)cc1)C(=O)O. Reaction SMILES: [CH3:18][OH:19].[CH3:1][O:2][C:3](=[O:4])[C:5]([CH2:6][c:7]1[cH:8][cH:9][c:10]([Br:13])[cH:11][cH:12]1)([CH3:14])[CH3:15].[Na+:17].[OH-:16]>>[O:2]=[C:3]([OH:4])[C:5]([CH2:6][c:7]1[cH:8][cH:9][c:10]([Br:13])[cH:11][cH:12]1)([CH3:14])[CH3:15]. Starting materials: ClC=1C=C(C=CC1)C(C(=O)O)SC1=CC(=C(C=C1)C)C (2-(3-Chlorophenyl)-2-((3,4-dimethylphenyl)thio)acetic acid), ON=C(C1=CC(=C(C(=C1)C)O)C)N (N′,4-dihydroxy-3,5-dimethylbenzimidamide), ( 15 ), C(=O)(N1C=NC=C1)N1C=NC=C1 (carbonyldiimidazole). The solvent is ClC(C)Cl (dichloroethane). Conditions: time 10 minute. The product is ClC=1C=C(C=CC1)C(C1=NC(=NO1)C1=CC(=C(C(=C1)C)O)C)SC1=CC(=C(C=C1)C)C (4-(5-((3-Chlorophenyl)((3,4-dimethylphenyl)thio)methyl)-1,2,4-oxadiazol-3-yl)-2,6-dimethylphenol). As a reaction SMILES: [Cl:1][C:2]1[CH:3]=[C:4]([CH:8]([S:12][C:13]2[CH:18]=[CH:17][C:16]([CH3:19])=[C:15]([CH3:20])[CH:14]=2)[C:9]([OH:11])=O)[CH:5]=[CH:6][CH:7]=1.C(N1C=CN=C1)(N1C=CN=C1)=O.O[N:34]=[C:35]([NH2:45])[C:36]1[CH:41]=[C:40]([CH3:42])[C:39]([OH:43])=[C:38]([CH3:44])[CH:37]=1>ClC(Cl)C>[Cl:1][C:2]1[CH:3]=[C:4]([CH:8]([S:12][C:13]2[CH:18]=[CH:17][C:16]([CH3:19])=[C:15]([CH3:20])[CH:14]=2)[C:9]2[O:11][N:45]=[C:35]([C:36]3[CH:41]=[C:40]([CH3:42])[C:39]([OH:43])=[C:38]([CH3:44])[CH:37]=3)[N:34]=2)[CH:5]=[CH:6][CH:7]=1. Reported procedure: 2-(3-Chlorophenyl)-2-((3,4-dimethylphenyl)thio)acetic acid (3.00 g, 9.78 mmol) was dissolved in dichloroethane, then carbonyldiimidazole (2.00 g, 12.35 mmol) was added, the resulting reaction mixture was stirred for 10 minutes, N′,4-dihydroxy-3,5-dimethylbenzimidamide crude (prepared according to Diana, Guy D et al. Journal of Medicinal Chemistry, 1994, vol. 37 (15) p. 2421-2436) (1.80 g, 9.99 mmol) was added. The reaction mixture was stirred for 30 minutes, then concentrated. Flash chromatograp... Starting materials: CC(=O)Oc1ccccc1C(=O)Cl, CCOC(=O)c1nnc2ccc(N)cc2c1O, c1ccncc1. The product is CCOC(=O)c1nnc2ccc(NC(=O)c3ccccc3OC(C)=O)cc2c1O. Reaction SMILES: [C:18]([CH3:19])(=[O:20])[O:21][c:22]1[c:23]([C:24](=[O:25])[Cl:26])[cH:27][cH:28][cH:29][cH:30]1.[NH2:1][c:2]1[cH:3][c:4]2[c:5]([OH:17])[c:6]([C:12](=[O:13])[O:14][CH2:15][CH3:16])[n:7][n:8][c:9]2[cH:10][cH:11]1.[cH:31]1[cH:32][cH:33][n:34][cH:35][cH:36]1>>[NH:1]([c:2]1[cH:3][c:4]2[c:5]([OH:17])[c:6]([C:12](=[O:13])[O:14][CH2:15][CH3:16])[n:7][n:8][c:9]2[cH:10][cH:11]1)[C:24]([c:23]1[c:22]([O:21][C:18]([CH3:19])=[O:20])[cH:30][cH:29][cH:28][cH:27]1)=[O:25]. Starting materials: NCCCCN1CCN(CC1)C1=NC=CC=N1 (1-(4-aminobutyl)-4-(2-pyrimidinyl)piperazine), C12C(OC(C(CC1)C2)=O)=O (3-oxabicyclo[3.2.1]octan-2,4-dione). Product: N1=C(N=CC=C1)N1CCN(CC1)CCCCN1C(C2CCC(C1=O)C2)=O (3-(4-[4-(2-Pyrimidinyl)-1-piperazinyl]butyl)-3-azabicyclo[3.2.1]octan-2,4-dione). Isolated yield 34.0%. Reaction SMILES: [NH2:1][CH2:2][CH2:3][CH2:4][CH2:5][N:6]1[CH2:11][CH2:10][N:9]([C:12]2[N:17]=[CH:16][CH:15]=[CH:14][N:13]=2)[CH2:8][CH2:7]1.[CH:18]12[CH2:25][CH:22]([CH2:23][CH2:24]1)[C:21](=[O:26])[O:20][C:19]2=O>>[N:17]1[CH:16]=[CH:15][CH:14]=[N:13][C:12]=1[N:9]1[CH2:8][CH2:7][N:6]([CH2:5][CH2:4][CH2:3][CH2:2][N:1]2[C:19](=[O:20])[CH:18]3[CH2:25][CH:22]([CH2:23][CH2:24]3)[C:21]2=[O:26])[CH2:11][CH2:10]1. Procedure details: The title compound was prepared from 1.92 g (8.2 mmol) of 1-(4-aminobutyl)-4-(2-pyrimidinyl)piperazine and 1.14 g (8.14 mmol) of 3-oxabicyclo[3.2.1]octan-2,4-dione, substantially following the procedure of Example 1. Yield: 1.0 g (34% yield). The reactants are O=[N+]([O-])c1cccnc1N1CCC(=CC#CBr)CC1, CCOC(C)=O, Cc1ccccc1, [K+], [K+], O=C1CCCN1, O=S(=O)([O-])[O-], O=C([O-])[O-]. Product: O=C1CCCN1C#CC=C1CCN(c2ncccc2[N+](=O)[O-])CC1. RXN SMILES: [Br:1][C:2]#[C:3][CH:4]=[C:5]1[CH2:6][CH2:7][N:8]([c:11]2[n:12][cH:13][cH:14][cH:15][c:16]2[N+:17](=[O:18])[O-:19])[CH2:9][CH2:10]1.[CH3:37][CH2:38][O:39][C:40]([CH3:41])=[O:42].[CH3:43][c:44]1[cH:45][cH:46][cH:47][cH:48][cH:49]1.[K+:25].[K+:26].[NH:31]1[C:32](=[O:36])[CH2:33][CH2:34][CH2:35]1.[O-:20][S:21](=[O:22])(=[O:23])[O-:24].[O-:27][C:28]([O-:29])=[O:30]>>[C:2](#[C:3][CH:4]=[C:5]1[CH2:6][CH2:7][N:8]([c:11]2[n:12][cH:13][cH:14][cH:15][c:16]2[N+:17](=[O:18])[O-:19])[CH2:9][CH2:10]1)[N:31]1[C:32](=[O:36])[CH2:33][CH2:34][CH2:35]1.